Dataset: the Open Reaction Database (ORD), a public repository of structured organic reaction records. Task: describe an organic reaction: reactants, conditions, products, and yield Reactants: CCO, Sc1nc(-c2ccccc2)n[nH]1. Product: c1ccc(-c2nc[nH]n2)cc1. Reaction SMILES: [CH3:13][CH2:14][OH:15].[c:1]1(-[c:7]2[n:8][nH:9][c:10]([SH:12])[n:11]2)[cH:2][cH:3][cH:4][cH:5][cH:6]1>>[c:1]1(-[c:7]2[n:8][nH:9][cH:10][n:11]2)[cH:2][cH:3][cH:4][cH:5][cH:6]1. Starting materials: [OH-].[Na+] (NaOH), NC=1C(=CC=CC1)C (Ortho toluidine), N1C(=NCC1)S(=O)(=O)O (imidazoline-2-sulfonic acid), N1C(=NCC1)S(=O)(=O)O (imidazoline-2-sulfonic acid). Run in CC#N (CH3CN). Product: CC1=C(C=CC=C1)N=C1NCCN1 (2-(2-methylphenylimino)-imidazolidine). Isolated yield 5.4%. Reaction SMILES: [NH2:1][C:2]1[C:3]([CH3:8])=[CH:4][CH:5]=[CH:6][CH:7]=1.[NH:9]1[CH2:13][CH2:12][N:11]=[C:10]1S(O)(=O)=O.[OH-].[Na+]>CC#N>[CH3:8][C:3]1[CH:4]=[CH:5][CH:6]=[CH:7][C:2]=1[N:1]=[C:10]1[NH:11][CH2:12][CH2:13][NH:9]1 |f:2.3|. Reported procedure: Ortho toluidine (536 mg, 531 μl, 5 mmol) and imidazoline-2-sulfonic acid (750 mg, 5 mmol, (Compound 7 obtained as described above)) and CH3CN (6ml) were heated in a thick-walled glass tube at 150° C. for 16 hours. The reaction mixture was then cooled to 0° and made basic to pH 14 by addition of 2.5N NaOH solution. The mixture was extracted with methylene chloride, the combine extracts were died (K2CO3) and evaporated to dryness. Flash chromatography on silica gel yielded the title compound as a ... Starting materials: CC(=CCBr)C (3,3-Dimethylallyl bromide), C(=O)([O-])[O-].[K+].[K+] (K2CO3), CC=1N=C(NC1)[N+](=O)[O-] (4-methyl-2-nitroimidazole). Run in CC(=O)C (acetone). Reaction conditions: time 15 hour. Yields the product CC=1N=C(N(C1)CC=C(C)C)[N+](=O)[O-] (1-(4-methyl-2-nitro-1H-imidazol-1-yl)-3-methyl-2-butene). Reaction SMILES: [CH3:1][C:2]([CH3:6])=[CH:3][CH2:4]Br.C([O-])([O-])=O.[K+].[K+].[CH3:13][C:14]1[N:15]=[C:16]([N+:19]([O-:21])=[O:20])[NH:17][CH:18]=1>CC(C)=O>[CH3:13][C:14]1[N:15]=[C:16]([N+:19]([O-:21])=[O:20])[N:17]([CH2:4][CH:3]=[C:2]([CH3:6])[CH3:1])[CH:18]=1 |f:1.2.3|. Procedure details: 3,3-Dimethylallyl bromide (14.08 g, 94.49 mmol) was added to a suspension of anhydrous K2CO3 (13.0 g, 94.20 mmol) and 4-methyl-2-nitroimidazole (10.0 g, 78.74 mmol, D. P. Davies et al, J. Heterocyclic Chem., 1982, 19, 253-256) in dry acetone (100 mL). The reaction mixture was stirred at room temperature under nitrogen atmosphere for 15 hours. The insoluble inorganic material was removed by filtration and the filtrate was evaporated to afford a brown paste which was loaded onto a silica gel colum...